This data is from the Open Reaction Database (ORD), a public repository of structured organic reaction records. The task is: describe an organic reaction: reactants, conditions, products, and yield Starting materials: O=C([O-])[O-], CN(C)C=O, Cl, N#CC1CC(F)CN1C(=O)COS(=O)(=O)c1ccccc1, [I-], [K+], [K+], [K+], CCOC(=O)C12CCC(N)(CC1)CC2. The product is CCOC(=O)C12CCC(NCC(=O)N3CC(F)CC3C#N)(CC1)CC2. As a reaction SMILES: [C:16](=[O:17])([O-:18])[O-:19].[CH3:45][N:46]([CH3:47])[CH:48]=[O:49].[ClH:1].[F:24][CH:25]1[CH2:26][CH:27]([C:43]#[N:44])[N:28]([C:30]([CH2:31][O:32][S:33]([c:34]2[cH:35][cH:36][cH:37][cH:38][cH:39]2)(=[O:40])=[O:41])=[O:42])[CH2:29]1.[I-:23].[K+:20].[K+:21].[K+:22].[NH2:2][C:3]12[CH2:4][CH2:5][C:6]([C:11](=[O:12])[O:13][CH2:14][CH3:15])([CH2:7][CH2:8]1)[CH2:9][CH2:10]2>>[NH:2]([C:3]12[CH2:4][CH2:5][C:6]([C:11](=[O:12])[O:13][CH2:14][CH3:15])([CH2:7][CH2:8]1)[CH2:9][CH2:10]2)[CH2:31][C:30]([N:28]1[CH:27]([C:43]#[N:44])[CH2:26][CH:25]([F:24])[CH2:29]1)=[O:42].